describe an organic reaction: reactants, conditions, products, and yield From a dataset of the Open Reaction Database (ORD), a public repository of structured organic reaction records. Starting materials: C(CC)N1C(=O)N(C=2N=C(NC2C1=O)C1=C(C=C(C=C1)[N+](=O)[O-])N)CCC (1,3-dipropyl-8-(2-amino-4-nitrophenyl)xanthine), [OH-].[K+] (KOH), ammonium sulfide. Product: NC1=C(C=CC(=C1)N)C1=NC=2N(C(N(C)C(C2N1)=O)=O)C (8-(2,4-diaminophenyl)theophylline). As a reaction SMILES: [CH2:1]([N:4]1[C:13](=[O:14])[C:12]2[NH:11][C:10]([C:15]3[CH:20]=[CH:19][C:18]([N+:21]([O-])=O)=[CH:17][C:16]=3[NH2:24])=[N:9][C:8]=2[N:7]([CH2:25]CC)[C:5]1=[O:6])CC.[OH-].[K+].[NH4+]=S>>[NH2:24][C:16]1[CH:17]=[C:18]([NH2:21])[CH:19]=[CH:20][C:15]=1[C:10]1[NH:11][C:12]2[C:13](=[O:14])[N:4]([CH3:1])[C:5](=[O:6])[N:7]([CH3:25])[C:8]=2[N:9]=1 |f:1.2|. Reported procedure: 1,3-dipropyl-8-(2-amino-4-nitrophenyl)xanthine (0.007 mol) was dissolved in 20 ml boiling 2.5N KOH. Five ml of 22% ammonium sulfide was added, and the solution was removed from heat after 1 minute. HCl was added to pH 8 in a hood, and the product was collected by filtration and washed with water. About 25% of the product was a sulfur-containing impurity. Since this impurity appeared to protect the xanthine from oxidation, no attempt was made to further purify the xanthine. 8-(2,4-diaminophenyl)t... Starting materials: CC(=O)O, [Na+], [OH-], O, O=C(c1cn(C(c2ccccc2)(c2ccccc2)c2ccccc2)cn1)c1cccc2ncccc12. Yields the product O=C(c1c[nH]cn1)c1cccc2ncccc12. As a reaction SMILES: [CH3:40][C:41](=[O:42])[OH:43].[Na+:39].[OH-:38].[OH2:37].[n:1]1[cH:2][cH:3][cH:4][c:5]2[c:6]([C:11](=[O:12])[c:13]3[n:14][cH:15][n:16]([C:18]([c:19]4[cH:20][cH:21][cH:22][cH:23][cH:24]4)([c:25]4[cH:26][cH:27][cH:28][cH:29][cH:30]4)[c:31]4[cH:32][cH:33][cH:34][cH:35][cH:36]4)[cH:17]3)[cH:7][cH:8][cH:9][c:10]12>>[n:1]1[cH:2][cH:3][cH:4][c:5]2[c:6]([C:11](=[O:12])[c:13]3[n:14][cH:15][nH:16][cH:17]3)[cH:7][cH:8][cH:9][c:10]12. Reactants: BrC1=CC(N(C=C1)C(C(=O)NC1=CC=C(C(=O)OC(C)(C)C)C=C1)CC1CC1)=O (tert-butyl 4-{[2-(4-bromo-2-oxopyridin-1(2H)-yl)-3-cyclopropylpropanoyl]amino}benzoate), ClC=1C=CC(=C(C1)B(O)O)OC(F)(F)F (5-chloro-2-trifluoromethoxyphenylboronic acid), C([O-])([O-])=O.[Na+].[Na+] (sodium carbonate). The reagents and catalysts are C=1C=CC(=CC1)[P](C=2C=CC=CC2)(C=3C=CC=CC3)[Pd]([P](C=4C=CC=CC4)(C=5C=CC=CC5)C=6C=CC=CC6)([P](C=7C=CC=CC7)(C=8C=CC=CC8)C=9C=CC=CC9)[P](C=1C=CC=CC1)(C=1C=CC=CC1)C=1C=CC=CC1 (tetrakis(triphenylphosphine)palladium(0)). Solvent: O1CCOCC1 (dioxane). Product: ClC=1C=CC(=C(C1)C1=CC(N(C=C1)C(C(=O)NC1=CC=C(C(=O)OC(C)(C)C)C=C1)CC1CC1)=O)OC(F)(F)F (tert-Butyl 4-[(2-{4-[5-chloro-2-(trifluoromethoxy)phenyl]-2-oxopyridin-1(2H)-yl}-3-cyclopropylpropanoyl)amino]benzoate). RXN SMILES: Br[C:2]1[CH:7]=[CH:6][N:5]([CH:8]([CH2:25][CH:26]2[CH2:28][CH2:27]2)[C:9]([NH:11][C:12]2[CH:24]=[CH:23][C:15]([C:16]([O:18][C:19]([CH3:22])([CH3:21])[CH3:20])=[O:17])=[CH:14][CH:13]=2)=[O:10])[C:4](=[O:29])[CH:3]=1.[Cl:30][C:31]1[CH:32]=[CH:33][C:34]([O:40][C:41]([F:44])([F:43])[F:42])=[C:35](B(O)O)[CH:36]=1.C(=O)([O-])[O-].[Na+].[Na+]>O1CCOCC1.C1C=CC([P]([Pd]([P](C2C=CC=CC=2)(C2C=CC=CC=2)C2C=CC=CC=2)([P](C2C=CC=CC=2)(C2C=CC=CC=2)C2C=CC=CC=2)[P](C2C=CC=CC=2)(C2C=CC=CC=2)C2C=CC=CC=2)(C2C=CC=CC=2)C2C=CC=CC=2)=CC=1>[Cl:30][C:31]1[CH:32]=[CH:33][C:34]([O:40][C:41]([F:42])([F:43])[F:44])=[C:35]([C:2]2[CH:7]=[CH:6][N:5]([CH:8]([CH2:25][CH:26]3[CH2:28][CH2:27]3)[C:9]([NH:11][C:12]3[CH:13]=[CH:14][C:15]([C:16]([O:18][C:19]([CH3:22])([CH3:21])[CH3:20])=[O:17])=[CH:23][CH:24]=3)=[O:10])[C:4](=[O:29])[CH:3]=2)[CH:36]=1 |f:2.3.4,^1:60,62,81,100|. Reported procedure: 110 mg (purity 80%, 0.19 mmol) of tert-butyl 4-{[2-(4-bromo-2-oxopyridin-1(2H)-yl)-3-cyclopropylpropanoyl]amino}benzoate (racemate), 46 mg (0.19 mmol) of 5-chloro-2-trifluoromethoxyphenylboronic acid and 22 mg (0.02 mmol) of tetrakis(triphenylphosphine)palladium(0) were taken up in 2.5 ml of dioxane and 2.5 ml of saturated aqueous sodium carbonate solution and irradiated in a microwave at 130° C. for 12 min. The crude product was purified by flash chromatography (silica gel 60, cyclohexane/ethyl...